This data is from the Open Reaction Database (ORD), a public repository of structured organic reaction records. The task is: describe an organic reaction: reactants, conditions, products, and yield Starting materials: C[C@@H](C(=O)O)CC1CCCCC1 (α(R)-methylcyclohexane-propionic acid), C(C(=O)Cl)(=O)Cl (oxalyl chloride). Reagents/catalysts: CN(C)C=O (DMF). The solvent is CH2Cl12. Run at time 2 hour. Product: C[C@@H](C(=O)Cl)CC1CCCCC1 (α(R)-methylcyclohexanepropionic acid chloride). Isolated yield 98.4%. RXN SMILES: [CH3:1][C@H:2]([CH2:6][CH:7]1[CH2:12][CH2:11][CH2:10][CH2:9][CH2:8]1)[C:3](O)=[O:4].C(Cl)(=O)C([Cl:16])=O>CN(C=O)C>[CH3:1][C@H:2]([CH2:6][CH:7]1[CH2:12][CH2:11][CH2:10][CH2:9][CH2:8]1)[C:3]([Cl:16])=[O:4]. Reported procedure: To a solution of α(R)-methylcyclohexane-propionic acid (2.4 g, 14 mmol) in dry CH2Cl12 (30 mL) was added DMF (1 drop) and oxalyl chloride (2 g, 15 mmol). After 2 h at room temperature, the mixture was concentrated. The residue was dissolved in Et2O (10 mL). This solution was filtered. The filtrate was concentrated to provide α(R)-methylcyclohexanepropionic acid chloride as a clear yellow liquid (2.6 g, 98% yield). 1H NMR (400 MHz, CDCl3) 3.02-2.91 (m, 1H), 1.80-1.63 (m, 6H), 1.39-1.10 (m, 5H), 1... As a reaction SMILES: [Cl:1][C:2]1[CH:10]=[CH:9][C:5]([C:6]([OH:8])=[O:7])=[C:4]([CH3:11])[C:3]=1[SH:12].[CH3:13]O>S(=O)(=O)(O)O.O>[Cl:1][C:2]1[CH:10]=[CH:9][C:5]([C:6]([O:8][CH3:13])=[O:7])=[C:4]([CH3:11])[C:3]=1[SH:12]. Yields the product ClC1=C(C(=C(C(=O)OC)C=C1)C)S (methyl 4-chloro-3-mercapto-2-methylbenzoate). Solvent: O (water), S(O)(O)(=O)=O (sulfuric acid). Reported procedure: Under an atmosphere of nitrogen, 3.60 g (17.8 mmol) of 4-chloro-3-mercapto-2-methylbenzoic acid in 50 ml of absolute methanol and 1 ml of concentrated sulfuric acid were heated under reflux for 17 h. The mixture was freed from solvent, and the residue was taken up in water. After two extractions with ethyl acetate, the combined organic phases were dried, filtered under an atmosphere of nitrogen and freed from the solvent. What was isolated were 3.2 g of pure product. The reactants are ClC1=C(C(=C(C(=O)O)C=C1)C)S (4-chloro-3-mercapto-2-methylbenzoic acid), CO (methanol), pure product. Reactants: [BH4-], C1CCOC1, CO, O=C(c1cc2nccc(Oc3ccc([N+](=O)[O-])cc3F)c2s1)N1CCCC1, [Na+]. Product: Nc1ccc(Oc2ccnc3cc(C(=O)N4CCCC4)sc23)c(F)c1. RXN SMILES: [BH4-:28].[CH2:32]1[O:33][CH2:34][CH2:35][CH2:36]1.[CH3:30][OH:31].[F:1][c:2]1[c:3]([O:4][c:5]2[c:6]3[c:7]([n:8][cH:9][cH:10]2)[cH:11][c:12]([C:14](=[O:15])[N:16]2[CH2:17][CH2:18][CH2:19][CH2:20]2)[s:13]3)[cH:21][cH:22][c:23]([N+:25]([O-:26])=[O:27])[cH:24]1.[Na+:29]>>[F:1][c:2]1[c:3]([O:4][c:5]2[c:6]3[c:7]([n:8][cH:9][cH:10]2)[cH:11][c:12]([C:14](=[O:15])[N:16]2[CH2:17][CH2:18][CH2:19][CH2:20]2)[s:13]3)[cH:21][cH:22][c:23]([NH2:25])[cH:24]1. Reported procedure: 4-Hydroxymethyl-6-(3,4,5-trimethoxyphenyl)-pyrimidine (339 mg) was dissolved in dichloromethane (20 mL), and to the solution thionyl chloride (0.15 mL) was added dropwise under ice cooling, and the mixture was stirred for 1 hour. An aqueous solution of sodium hydroxide was added to the reaction mixture to neutralize it, and extraction was conducted with methylene chloride. The resultant organic layer was washed with saturated brine, dried over anhydrous sodium sulfate and concentrated under redu... Starting materials: S(=O)(Cl)Cl (thionyl chloride), OCC1=NC=NC(=C1)C1=CC(=C(C(=C1)OC)OC)OC (4-Hydroxymethyl-6-(3,4,5-trimethoxyphenyl)-pyrimidine), [OH-].[Na+] (sodium hydroxide). Conditions: time 1 hour. Solvent: ClCCl (dichloromethane). Product: ClCC1=NC=NC(=C1)C1=CC(=C(C(=C1)OC)OC)OC (4-Chloromethyl-6-(3,4,5-trimethoxyphenyl)-pyrimidine). As a reaction SMILES: O[CH2:2][C:3]1[CH:8]=[C:7]([C:9]2[CH:14]=[C:13]([O:15][CH3:16])[C:12]([O:17][CH3:18])=[C:11]([O:19][CH3:20])[CH:10]=2)[N:6]=[CH:5][N:4]=1.S(Cl)([Cl:23])=O.[OH-].[Na+]>ClCCl>[Cl:23][CH2:2][C:3]1[CH:8]=[C:7]([C:9]2[CH:14]=[C:13]([O:15][CH3:16])[C:12]([O:17][CH3:18])=[C:11]([O:19][CH3:20])[CH:10]=2)[N:6]=[CH:5][N:4]=1 |f:2.3|.